From a dataset of the Open Reaction Database (ORD), a public repository of structured organic reaction records. describe an organic reaction: reactants, conditions, products, and yield Reactants: solution, [Li+].CC(C)[N-]C(C)C (LDA), C1CCOC1 (THF), COCCBr (2-methoxyethyl bromide), C(C)OC(=O)C\C=C\CC(=O)OCC (trans-2-butene-1,4-dicarboxylic acid diethyl ester), [Cl-].[Li+] (lithium chloride), C1CCOC1 (THF). Run at temperature -78 celsius, time 45 minute. The product is C(C)OC(C(C=CC(C(=O)OCC)CCOC)CCOC)=O ((2RS,5SR)-2,5-bis-(2-methoxy-ethyl)-hex-3-enedioic acid diethyl ester). Yield: 16.0%. RXN SMILES: [CH2:1]([O:3][C:4]([CH2:6]/[CH:7]=[CH:8]/[CH2:9][C:10]([O:12][CH2:13][CH3:14])=[O:11])=[O:5])[CH3:2].[Cl-].[Li+].[Li+].CC([N-]C(C)C)C.[CH3:25][O:26][CH2:27][CH2:28]Br.C1[CH2:34][O:33][CH2:32][CH2:31]1>>[CH2:13]([O:12][C:10](=[O:11])[CH:9]([CH2:31][CH2:32][O:33][CH3:34])[CH:8]=[CH:7][CH:6]([CH2:28][CH2:27][O:26][CH3:25])[C:4]([O:3][CH2:1][CH3:2])=[O:5])[CH3:14] |f:1.2,3.4|. Procedure details: To a stirred solution of 5.0 g (25.0 mmol) trans-2-butene-1,4-dicarboxylic acid diethyl ester in 125 ml THF was added 6.35 g (150 mmol) anhydrous lithium chloride and the resulting suspension cooled to −78° C. 25.0 ml (50.0 mmol) of a 2 M solution of LDA in THF was added dropwise and stirring continued for 45 min. 7.4 ml (78.7 mmol) 2-methoxyethyl bromide was then added and stirring continued for 15 min at −78° C., then 1 h at 0° C., and then 2 h at room temperature. The reaction was quenched by... Reactants: BrC1=NN(C(C1)C(=O)OCC)C1=NC=CC=C1Cl (ethyl 3-bromo-1-(3-chloro-2-pyridinyl)-4,5-dihydro-1H-pyrazole-5-carboxylate), BrC1=NN(C(=C1)C(=O)OCC)C1NC=CC=C1Cl (ethyl 3-bromo-1-(3-chloro-2H-pyridinyl)-1H-pyrazole-5-carboxylate), product. Yields the product BrC1=NN(C(=C1)C(=O)O)C1=NC=CC=C1Cl (3-bromo-1-(3-chloro-2-pyridinyl)-1H-pyrazole-5-carboxylic Acid). As a reaction SMILES: [Br:1][C:2]1[CH2:6][CH:5]([C:7]([O:9]CC)=[O:8])[N:4]([C:12]2[C:17]([Cl:18])=[CH:16][CH:15]=[CH:14][N:13]=2)[N:3]=1.BrC1C=C(C(OCC)=O)N(C2C(Cl)=CC=CN2)N=1>>[Br:1][C:2]1[CH:6]=[C:5]([C:7]([OH:9])=[O:8])[N:4]([C:12]2[C:17]([Cl:18])=[CH:16][CH:15]=[CH:14][N:13]=2)[N:3]=1. Procedure details: The following Example 10 illustrates an alternative preparation of ethyl 3-bromo-1-(3-chloro-2-pyridinyl)-4,5-dihydro-1H-pyrazole-5-carboxylate, which can be used to prepare, for example, ethyl 3-bromo-1-(3-chloro-2H-pyridinyl)-1H-pyrazole-5-carboxylate (i.e. product of Example 9, Step B). Reactants: C(CCC\C=C/CC=CCC=CCC=CCCCCC)(=O)N[C@@H](COP(=O)(O)O)C(=O)O (N-(cis-5,8,11,14-eicosatetraenoyl)-O-phospho-L-serine), C(CCCCCCC\C=C/CC=CCC=CCC)(=O)O (cis-9,12,15-octadecatrienoic acid), Cl.COC([C@@H](N)[C@H](O)C)=O (L-threonine methyl ester hydrochloride). Yields the product C(CCCCCCC\C=C/CC=CCC=CCC)(=O)N[C@@H]([C@H](OP(=O)(O)O)C)C(=O)O (N-(cis-9,12,15-octadecatrienoyl)-O-phospho-L-threonine). Reaction SMILES: [C:1]([NH:22][C@H:23]([C:30]([OH:32])=[O:31])[CH2:24][O:25][P:26]([OH:29])([OH:28])=[O:27])(=[O:21])[CH2:2][CH2:3][CH2:4]/[CH:5]=[CH:6]\[CH2:7][CH:8]=[CH:9][CH2:10][CH:11]=[CH:12][CH2:13][CH:14]=[CH:15][CH2:16][CH2:17][CH2:18]CC.[C:33](O)(=O)CCCCCCC/C=C\CC=CCC=CCC.Cl.COC(=O)[C@H]([C@@H](C)O)N>>[C:1]([NH:22][C@H:23]([C:30]([OH:32])=[O:31])[C@@H:24]([CH3:33])[O:25][P:26]([OH:29])([OH:28])=[O:27])(=[O:21])[CH2:2][CH2:3][CH2:4][CH2:5][CH2:6][CH2:7][CH2:8]/[CH:9]=[CH:10]\[CH2:11][CH:12]=[CH:13][CH2:14][CH:15]=[CH:16][CH2:17][CH3:18] |f:2.3|. Reported procedure: This compound was prepared as described above for (6), using 0.5 mmol (139 mg) of cis-9,12,15-octadecatrienoic acid and 1 mmol (170 mg) of L-threonine methyl ester hydrochloride; yield 85 mg (37%); Rf 0.05-0.10 (system B); 1H-NMR (CD3SOCD3, 200 MHz) δ0.9-1.0 (t, 3H, ω-CH3); 1.3-1.5 (m, 13H, 5CH2 and CH3CHOP); 2.0-2.2 (m, 6H, CH2CO and 2CH2CH═CH); 2.7-2.9 (br s, 4H, 2HC═CH—CH2—CH═CH); 4.1-4.3 (m, 2H, 2CH); 5.2-5.4 (br s, 6H, 3HC═CH); 8.2-8.4 (m, 3H, NH and 2POH)